From a dataset of the Open Reaction Database (ORD), a public repository of structured organic reaction records. describe an organic reaction: reactants, conditions, products, and yield Starting materials: [N+](=O)([O-])C=1C=C(C=C(C(=O)O)CC)C=CC1 (2-(3-Nitro-benzylidene)-butyric acid), Cl (HCl), CCO (EtOH). Product: C(C)OC(C(CC)=CC1=CC(=CC=C1)[N+](=O)[O-])=O (2-(3-Nitro-benzylidene)-butyric acid ethyl ester). Reaction SMILES: [N+:1]([C:4]1[CH:5]=[C:6]([CH:14]=[CH:15][CH:16]=1)[CH:7]=[C:8]([CH2:12][CH3:13])[C:9]([OH:11])=[O:10])([O-:3])=[O:2].Cl.[CH3:18][CH2:19]O>>[CH2:18]([O:10][C:9](=[O:11])[C:8](=[CH:7][C:6]1[CH:14]=[CH:15][CH:16]=[C:4]([N+:1]([O-:3])=[O:2])[CH:5]=1)[CH2:12][CH3:13])[CH3:19]. Procedure details: 2-(3-Nitro-benzylidene)-butyric acid (500 mg, 2.27 mmol) was esterified by dissolving in EtOH (12.5 ml), adding conc HCl (0.25 ml) and heating to reflux for 8 h. The solvents were evaporated in vacuo to give the title compound. Starting materials: C(C)(=O)NC1=CC=CC=2OCC3=C(C(C21)=O)C=CC=C3 (1-acetamido-6,11-dihydrodibenz[b,e]oxepin-11-one), Example 3, C([O-])(O)=O.[Na+] (sodium bicarbonate). Solvent: Cl (hydrochloric acid). The product is NC1=CC=CC=2OCC3=C(C(C21)=O)C=CC=C3 (1-amino-6,11-dihydrodibenz[b,e]oxepin-11-one). The yield is 81.0%. As a reaction SMILES: C([NH:4][C:5]1[C:15]2[C:14](=[O:16])[C:13]3[CH:17]=[CH:18][CH:19]=[CH:20][C:12]=3[CH2:11][O:10][C:9]=2[CH:8]=[CH:7][CH:6]=1)(=O)C.C(=O)(O)[O-].[Na+]>Cl>[NH2:4][C:5]1[C:15]2[C:14](=[O:16])[C:13]3[CH:17]=[CH:18][CH:19]=[CH:20][C:12]=3[CH2:11][O:10][C:9]=2[CH:8]=[CH:7][CH:6]=1 |f:1.2|. Procedure details: In concentrated hydrochloric acid (10 ml), 1-acetamido-6,11-dihydrodibenz[b,e]oxepin-11-one obtained in Reference Example 3(0.25 g, 0.94 mmol) was heated under reflux for 2 hours. The reaction mixture was poured into a saturated aqueous solution of sodium bicarbonate, followed by extraction with ethyl acetate (25 ml). The organic layer was washed with a saturated aqueous solution of sodium chloride, and then dried over anhydrous magnesium sulfate. After the drying agent was filtered off, the org... The reactants are CC(C)(C)OC(=O)NC(CC1CCCCC1)C(=O)O, ClCCl, O=C(O)C(F)(F)F. The product is O=C(O)C(F)(F)F, NC(CC1CCCCC1)C(=O)O. As a reaction SMILES: [C:8]([O:9][C:10]([CH3:11])([CH3:12])[CH3:13])(=[O:14])[NH:15][CH:16]([C:17](=[O:18])[OH:19])[CH2:20][CH:21]1[CH2:22][CH2:23][CH2:24][CH2:25][CH2:26]1.[Cl:27][CH2:28][Cl:29].[F:1][C:2]([C:3](=[O:4])[OH:5])([F:6])[F:7]>>[F:1][C:2]([C:3](=[O:4])[OH:5])([F:6])[F:7].[NH2:15][CH:16]([C:17](=[O:18])[OH:19])[CH2:20][CH:21]1[CH2:22][CH2:23][CH2:24][CH2:25][CH2:26]1. RXN SMILES: [CH3:23][OH:24].[F:1][CH2:2][O:3][N:4]=[C:5]([C:6](=[O:7])[NH:8][CH3:9])[c:10]1[c:11]([O:16][CH:17]2[CH2:18][CH2:19][CH2:20][CH2:21][O:22]2)[cH:12][cH:13][cH:14][cH:15]1>>[F:1][CH2:2][O:3][N:4]=[C:5]([C:6](=[O:7])[NH:8][CH3:9])[c:10]1[c:11]([OH:16])[cH:12][cH:13][cH:14][cH:15]1. The reactants are CO, CNC(=O)C(=NOCF)c1ccccc1OC1CCCCO1. Product: CNC(=O)C(=NOCF)c1ccccc1O. The reactants are O=[N+]([O-])c1cc(-c2ccc(Cl)cc2)cnc1Br, CCOC(C)=O, [Na+], O=C([O-])O, Cl[Sn]Cl. Yields the product Nc1cc(-c2ccc(Cl)cc2)cnc1Br. RXN SMILES: [Br:1][c:2]1[n:3][cH:4][c:5](-[c:11]2[cH:12][cH:13][c:14]([Cl:17])[cH:15][cH:16]2)[cH:6][c:7]1[N+:8]([O-:9])=[O:10].[CH3:26][CH2:27][O:28][C:29]([CH3:30])=[O:31].[Na+:25].[O-:21][C:22]([OH:23])=[O:24].[Sn:18]([Cl:19])[Cl:20]>>[Br:1][c:2]1[n:3][cH:4][c:5](-[c:11]2[cH:12][cH:13][c:14]([Cl:17])[cH:15][cH:16]2)[cH:6][c:7]1[NH2:8]. Starting materials: CC1=NC(=NN1)C(=O)OCC (ethyl 5-methyl-1H-1,2,4-triazole-3-carboxylate), BrC1=CC(=CC=C1)CBr (1-bromo-3-(bromomethyl)benzene), C(=O)([O-])[O-].[K+].[K+] (K2CO3). The solvent is C1CCOC1 (THF). Conditions: temperature 50 celsius, time 18 hour. The product is BrC=1C=C(CN2N=C(N=C2C)C(=O)OCC)C=CC1 (ethyl 1-(3-bromobenzyl)-5-methyl-1H-1,2,4-triazole-3-carboxylate). Isolated yield 59.9%. RXN SMILES: [CH3:1][C:2]1[NH:6][N:5]=[C:4]([C:7]([O:9][CH2:10][CH3:11])=[O:8])[N:3]=1.[Br:12][C:13]1[CH:18]=[CH:17][CH:16]=[C:15]([CH2:19]Br)[CH:14]=1.C([O-])([O-])=O.[K+].[K+]>C1COCC1>[Br:12][C:13]1[CH:14]=[C:15]([CH:16]=[CH:17][CH:18]=1)[CH2:19][N:6]1[C:2]([CH3:1])=[N:3][C:4]([C:7]([O:9][CH2:10][CH3:11])=[O:8])=[N:5]1 |f:2.3.4|. Reported procedure: To a solution of ethyl 5-methyl-1H-1,2,4-triazole-3-carboxylate (1.0 g, 6.44 mmol) and 1-bromo-3-(bromomethyl)benzene (1.77 g, 7.08 mmol) in THF (32 mL), K2CO3 (1.78 g, 12.88 mmol) was added. The mixture was stirred at 50° C. for 18 h, and then the reaction was filtered under vacuum. The solvent was removed under reduced pressure and the crude product was purified on a Biotage pre-packed silica gel column (EtOAc:Hexane 12% to 100% EtOAc) to afford ethyl 1-(3-bromobenzyl)-5-methyl-1H-1,2,4-triazo...